Dataset: the Open Reaction Database (ORD), a public repository of structured organic reaction records. Task: describe an organic reaction: reactants, conditions, products, and yield Reactants: FC(C=1C=C(C=CC1)C(=O)N=C=S)(F)F (3-(trifluoromethyl)-1-benzenecarbonyl isothiocyanate), FC(C=1C=C(C=CC1)C(=O)Cl)(F)F (3-(trifluoromethyl)-1-benzenecarbonyl chloride), ClC=1C=C(N)C=CC1OC1=CC=NC2=CC(=C(C=C12)OC)OC (3-Chloro-4-[(6,7-dimethoxy-4-quinolyl)oxy]aniline). Run in C(C)O (ethanol), C(C)O (ethanol), C1(=CC=CC=C1)C (toluene). Reaction conditions: time 2 hour. Product: FC(C=1C=C(C=CC1)C(=O)N=C=S)(F)F (3-(Trifluoromethyl)-1-benzenecarbonyl isothiocyanate), ClC=1C=C(C=CC1OC1=CC=NC2=CC(=C(C=C12)OC)OC)NC(=S)NC(C1=CC(=CC=C1)C(F)(F)F)=O (N-{3-Chloro-4-[(6,7-dimethoxy-4-quinolyl)oxy]phenyl}-N′-[3-(trifluoromethyl)benzoyl]-thiourea). The yield is 88.0%. Reaction SMILES: FC(F)(F)C1C=C(C(Cl)=O)C=CC=1.[Cl:14][C:15]1[CH:16]=[C:17]([CH:19]=[CH:20][C:21]=1[O:22][C:23]1[C:32]2[C:27](=[CH:28][C:29]([O:35][CH3:36])=[C:30]([O:33][CH3:34])[CH:31]=2)[N:26]=[CH:25][CH:24]=1)[NH2:18].[F:37][C:38]([F:51])([F:50])[C:39]1[CH:40]=[C:41]([C:45]([N:47]=[C:48]=[S:49])=[O:46])[CH:42]=[CH:43][CH:44]=1>C1(C)C=CC=CC=1.C(O)C>[F:50][C:38]([F:37])([F:51])[C:39]1[CH:40]=[C:41]([C:45]([N:47]=[C:48]=[S:49])=[O:46])[CH:42]=[CH:43][CH:44]=1.[Cl:14][C:15]1[CH:16]=[C:17]([NH:18][C:48]([NH:47][C:45](=[O:46])[C:41]2[CH:42]=[CH:43][CH:44]=[C:39]([C:38]([F:37])([F:51])[F:50])[CH:40]=2)=[S:49])[CH:19]=[CH:20][C:21]=1[O:22][C:23]1[C:32]2[C:27](=[CH:28][C:29]([O:35][CH3:36])=[C:30]([O:33][CH3:34])[CH:31]=2)[N:26]=[CH:25][CH:24]=1. Procedure details: 3-(Trifluoromethyl)-1-benzenecarbonyl isothiocyanate was prepared using commercially available 3-(trifluoromethyl)-1-benzenecarbonyl chloride (80 mg) as a starting compound according to the description of the literature. 3-Chloro-4-[(6,7-dimethoxy-4-quinolyl)oxy]aniline (50 mg) was dissolved in toluene (5 ml) and ethanol (1 ml) to prepare a solution. A solution of 3-(trifluoromethyl)-1-benzenecarbonyl isothiocyanate in ethanol (1 ml) was then added to the solution, and the mixture was stirred at... Procedure: A solution of methyl 2-(methoxymethyl)-2′-methylbiphenyl-4-carboxylate (40 g; 147.97 mmol; 1 eq.) in EtOH (1 200 mL) at RT was treated with NaOH (88.78 mL; 5 M; 443.90 mmol; 3 eq.). The reaction mixture was stirred at 60° C. for 1 hour. The reaction mixture was cooled to RT and concentrated to give a yellow solid which was taken up in water (800 mL) and the aqueous phase was washed twice with EtOAc. The aqueous phase was acidified with HCl cc (40 mL) to pH 2 and it was extracted with EtOAc (2×40... Yield: 92.6%. Product: COCC1=C(C=CC(=C1)C(=O)O)C1=C(C=CC=C1)C (2-(methoxymethyl)-2′-methylbiphenyl-4-carboxylic acid). Reactants: COCC1=C(C=CC(=C1)C(=O)OC)C1=C(C=CC=C1)C (methyl 2-(methoxymethyl)-2′-methylbiphenyl-4-carboxylate), [OH-].[Na+] (NaOH). Reaction conditions: temperature 60 celsius, time 1 hour. The solvent is O (water), CCO (EtOH). As a reaction SMILES: [CH3:1][O:2][CH2:3][C:4]1[CH:9]=[C:8]([C:10]([O:12]C)=[O:11])[CH:7]=[CH:6][C:5]=1[C:14]1[CH:19]=[CH:18][CH:17]=[CH:16][C:15]=1[CH3:20].[OH-].[Na+]>CCO.O>[CH3:1][O:2][CH2:3][C:4]1[CH:9]=[C:8]([C:10]([OH:12])=[O:11])[CH:7]=[CH:6][C:5]=1[C:14]1[CH:19]=[CH:18][CH:17]=[CH:16][C:15]=1[CH3:20] |f:1.2|. Starting materials: CCC(C)=O, O=C(Cl)c1cc([N+](=O)[O-])cc2c1OCCO2, CN1CCN(N)CC1, O. Product: CN1CCN(NC(=O)c2cc([N+](=O)[O-])cc3c2OCCO3)CC1. As a reaction SMILES: [CH2:26]([C:27]([CH3:28])=[O:29])[CH3:30].[N+:9](=[O:10])([O-:11])[c:12]1[cH:13][c:14]([C:22](=[O:23])[Cl:24])[c:15]2[c:16]([cH:21]1)[O:17][CH2:18][CH2:19][O:20]2.[NH2:1][N:2]1[CH2:3][CH2:4][N:5]([CH3:8])[CH2:6][CH2:7]1.[OH2:25]>>[NH:1]([N:2]1[CH2:3][CH2:4][N:5]([CH3:8])[CH2:6][CH2:7]1)[C:22]([c:14]1[cH:13][c:12]([N+:9](=[O:10])[O-:11])[cH:21][c:16]2[c:15]1[O:20][CH2:19][CH2:18][O:17]2)=[O:23]. Starting materials: ClC1=CC(=NC(=C1C(=O)OCC)C)C (ethyl 4-chloro-2,6-dimethylnicotinate), CC(CN)CC1CCC(CC1)C(C)(C)C (2-methyl-3-(4-tert-butylcyclohexyl)propylamine). Product: CC1=C(C(=O)OCC)C(=CC(=N1)C)NCC(CC1CCC(CC1)C(C)(C)C)C (Ethyl 2,6-dimethyl-4-[2-methyl-3-(4-tert-butylcyclohexyl)propylamino]nicotinate). Reaction SMILES: Cl[C:2]1[C:7]([C:8]([O:10][CH2:11][CH3:12])=[O:9])=[C:6]([CH3:13])[N:5]=[C:4]([CH3:14])[CH:3]=1.[CH3:15][CH:16]([CH2:19][CH:20]1[CH2:25][CH2:24][CH:23]([C:26]([CH3:29])([CH3:28])[CH3:27])[CH2:22][CH2:21]1)[CH2:17][NH2:18]>>[CH3:13][C:6]1[N:5]=[C:4]([CH3:14])[CH:3]=[C:2]([NH:18][CH2:17][CH:16]([CH3:15])[CH2:19][CH:20]2[CH2:21][CH2:22][CH:23]([C:26]([CH3:29])([CH3:28])[CH3:27])[CH2:24][CH2:25]2)[C:7]=1[C:8]([O:10][CH2:11][CH3:12])=[O:9]. Procedure: was synthesized analogously to Example 8 using ethyl 4-chloro-2,6-dimethylnicotinate and 2-methyl-3-(4-tert-butylcyclohexyl)propylamine nD23 :1.4738.